From a dataset of the Open Reaction Database (ORD), a public repository of structured organic reaction records. describe an organic reaction: reactants, conditions, products, and yield Starting materials: NC1=C(C=C(C=C1N)C=1C=NC=CC1)C(CC)=O (1-(2,3-diamino-5-pyridin-3-yl-phenyl)-propan-1-one), [OH-].[Na+] (NaOH), CSC(N)=N (2-methyl-2-thiopseudourea), ClC(=O)OCC (ethyl chloroformate). Run in CC(=O)O (AcOH), O (water), O (water), CCOC(=O)C (EtOAc), O (water). Reaction conditions: temperature 90 celsius. Yields the product C(C)OC(NC1=NC2=C(N1)C(=CC(=C2)C=2C=NC=CC2)C(CC)=O)=O ((7-Propionyl-5-pyridin-3-yl-1H-benzoimidazol-2-yl)-carbamic acid ethyl ester), solid. RXN SMILES: CS[C:3](=[NH:5])[NH2:4].Cl[C:7]([O:9][CH2:10][CH3:11])=[O:8].[OH-].[Na+].N[C:15]1[C:20]([NH2:21])=[CH:19][C:18]([C:22]2[CH:23]=[N:24][CH:25]=[CH:26][CH:27]=2)=[CH:17][C:16]=1[C:28](=[O:31])[CH2:29][CH3:30]>O.CCOC(C)=O.CC(O)=O>[CH2:10]([O:9][C:7](=[O:8])[NH:4][C:3]1[NH:5][C:15]2[C:16]([C:28](=[O:31])[CH2:29][CH3:30])=[CH:17][C:18]([C:22]3[CH:23]=[N:24][CH:25]=[CH:26][CH:27]=3)=[CH:19][C:20]=2[N:21]=1)[CH3:11] |f:2.3|. Procedure: To a mixture of 2-methyl-2-thiopseudourea (109 mg, 0.39 mmol) and ethyl chloroformate (75 μL, 0.78 mmol) in water (2 mL) at 5° C. was added over 40 minutes a 6N aqueous NaOH solution until pH stabilized to 8. The pH was then adjusted to 5 with glacial AcOH. A suspension of 1-(2,3-diamino-5-pyridin-3-yl-phenyl)-propan-1-one (0.30 mmol) in water (5 mL) was subsequently added to the reaction mixture. The reaction was heated at 90° C. for 18 hours, cooled to ambient temperature, and diluted with wat... Starting materials: COC(=O)C1CNCC1c1ccc(F)cc1F, CCN(C(C)C)C(C)C, Clc1ccc(Cl)nn1, C1COCCO1. The product is COC(=O)C1CN(c2ccc(Cl)nn2)CC1c1ccc(F)cc1F. RXN SMILES: [CH3:1][O:2][C:3](=[O:4])[CH:5]1[CH2:6][NH:7][CH2:8][CH:9]1[c:10]1[c:11]([F:17])[cH:12][c:13]([F:16])[cH:14][cH:15]1.[CH:18]([N:19]([CH2:20][CH3:21])[CH:22]([CH3:23])[CH3:24])([CH3:25])[CH3:26].[Cl:27][c:28]1[n:29][n:30][c:31]([Cl:34])[cH:32][cH:33]1.[O:35]1[CH2:36][CH2:37][O:38][CH2:39][CH2:40]1>>[CH3:1][O:2][C:3](=[O:4])[CH:5]1[CH2:6][N:7]([c:31]2[n:30][n:29][c:28]([Cl:27])[cH:33][cH:32]2)[CH2:8][CH:9]1[c:10]1[c:11]([F:17])[cH:12][c:13]([F:16])[cH:14][cH:15]1. The reactants are CC1(OC2=C(C1=O)C=CC(=C2C)C)C (2,2,6,7-tetramethyl-1-benzofuran-3 (2H)-one), Example 41, [N+](=O)([O-])[O-].[NH4+] (ammonium nitrate). Run in FC(C(=O)O)(F)F (trifluoroacetic acid), C(Cl)(Cl)Cl (chloroform). Reaction conditions: time 2 hour. Product: CC1(OC2=C(C1=O)C=C(C(=C2C)C)[N+](=O)[O-])C (2,2,6,7-Tetramethyl-5-nitro-1-benzofuran-3 (2H)-one). Yield: 84.0%. RXN SMILES: [CH3:1][C:2]1([CH3:14])[C:6](=[O:7])[C:5]2[CH:8]=[CH:9][C:10]([CH3:13])=[C:11]([CH3:12])[C:4]=2[O:3]1.[N+:15]([O-])([O-:17])=[O:16].[NH4+]>FC(F)(F)C(O)=O.C(Cl)(Cl)Cl>[CH3:1][C:2]1([CH3:14])[C:6](=[O:7])[C:5]2[CH:8]=[C:9]([N+:15]([O-:17])=[O:16])[C:10]([CH3:13])=[C:11]([CH3:12])[C:4]=2[O:3]1 |f:1.2|. Procedure: To a solution of 2,2,6,7-tetramethyl-1-benzofuran-3 (2H)-one obtained in Reference Example 41 (5.20 g, 27.3 mmol) in anhydrous trifluoroacetic acid (50 mL) and chloroform (5 mL) was added ammonium nitrate (2.10 g, 32.8 mmol) at 0° C., and the mixture was stirred at the same temperature for 2 hours, and then concentrated under reduced pressure. Water was added to the residue, which was extracted with ethyl acetate. The extract was washed with water and a saturated sodium hydrogen carbonate soluti... The reactants are BrC1=CC=C(S1)S(=O)(=O)N (5-bromothiophene-2-sulphonamide), CC1(OC(NC2=C1C=C(C=C2)B(O)O)=O)C ((1,4-dihydro-4,4-dimethyl-2-oxo-2H-3,1-benzoxazin-6-yl)boronic acid). Product: CC1(C2=C(NC(O1)=O)C=CC(=C2)C2=C(SC=C2)S(=O)(=O)N)C ((4,4-Dimethyl-2-oxo-1,4-dihydro-2H-benzo[d][1,3]-oxazin-6-yl)-thiophene-2-sulfonamide). RXN SMILES: Br[C:2]1[S:6][C:5]([S:7]([NH2:10])(=[O:9])=[O:8])=[CH:4][CH:3]=1.[CH3:11][C:12]1([CH3:26])[C:17]2[CH:18]=[C:19](B(O)O)[CH:20]=[CH:21][C:16]=2[NH:15][C:14](=[O:25])[O:13]1>>[CH3:11][C:12]1([CH3:26])[O:13][C:14](=[O:25])[NH:15][C:16]2[CH:21]=[CH:20][C:19]([C:4]3[CH:3]=[CH:2][S:6][C:5]=3[S:7]([NH2:10])(=[O:9])=[O:8])=[CH:18][C:17]1=2. Procedure: Prepared according to procedure B from 5-bromothiophene-2-sulphonamide and (1,4-dihydro-4,4-dimethyl-2-oxo-2H-3,1-benzoxazin-6-yl)boronic acid. White solid: mp 258-260° C., 1H-NMR (DMSO-d6) δ10.41 (s, 1H), 7.71 (s, 2H), 7.58 (m, 2H), 7.52 (d, 1H, J=3.9 Hz), 7.48 (d, 1H J=8.16 Hz), 6.95(d, 1H J=8.16), 1.66 (s, 6H); MS m/z 337 (M−H). Anal. Calc. For C14H14N2O4S2: C, 49.69; H, 4.17; N, 8.28. Found: C, 49.90; H, 4.28; N, 8.12. The reactants are C(CC)C=1C=C(C=CC1OCCC=1N=C(OC1C)C1=CC=C(C=C1)C1=CC=CC=C1)O (3-propyl-4-[2-(5-methyl-2-biphenyl-4-yl-oxazole-4-yl)ethoxy]phenol), BrC(C(=O)OCC)(C)C (ethyl 2-bromo-2-methylpropanoate), C([O-])([O-])=O.[Cs+].[Cs+] (cesium carbonate). The solvent is CN(C)C=O (DMF). Conditions: temperature 55 celsius. The product is C(C)OC(C(C)(C)OC1=CC(=C(C=C1)OCCC=1N=C(OC1C)C1=CC=C(C=C1)C1=CC=CC=C1)CCC)=O (2-{4-[2-(2-biphenyl-4-yl-5-methyloxazol-4-yl)ethoxy]-3-propylphenoxy}-2-methylpropionic acid ethyl ester). Reaction SMILES: [CH2:1]([C:4]1[CH:5]=[C:6]([OH:31])[CH:7]=[CH:8][C:9]=1[O:10][CH2:11][CH2:12][C:13]1[N:14]=[C:15]([C:19]2[CH:24]=[CH:23][C:22]([C:25]3[CH:30]=[CH:29][CH:28]=[CH:27][CH:26]=3)=[CH:21][CH:20]=2)[O:16][C:17]=1[CH3:18])[CH2:2][CH3:3].Br[C:33]([CH3:40])([CH3:39])[C:34]([O:36][CH2:37][CH3:38])=[O:35].C(=O)([O-])[O-].[Cs+].[Cs+]>CN(C=O)C>[CH2:37]([O:36][C:34](=[O:35])[C:33]([O:31][C:6]1[CH:7]=[CH:8][C:9]([O:10][CH2:11][CH2:12][C:13]2[N:14]=[C:15]([C:19]3[CH:20]=[CH:21][C:22]([C:25]4[CH:26]=[CH:27][CH:28]=[CH:29][CH:30]=4)=[CH:23][CH:24]=3)[O:16][C:17]=2[CH3:18])=[C:4]([CH2:1][CH2:2][CH3:3])[CH:5]=1)([CH3:40])[CH3:39])[CH3:38] |f:2.3.4|. Reported procedure: A mixture of 3-propyl-4-[2-(5-methyl-2-biphenyl-4-yl-oxazole-4-yl)ethoxy]phenol (0.90 mmol), ethyl 2-bromo-2-methylpropanoate (2.25 mmol) and cesium carbonate (0.45 g, 1.38 mmol) in anhydrous DMF (4 mL) was heated for 24 h at 55° C. The mixture was concentrated in vacuo, and the residue was partitioned between ethyl acetate (50 mL) and water (40 mL), washed with brine, dried (Na2SO4), and removed in vacuo to give a crude oil which was purified using radial chromatography eluting with 2% ethyl ac... Starting materials: C(C)N(C(OC=1C=NC=CC1)=O)CC (3-Pyridyl diethylcarbamate), CN(C)CCN(C)C (TMEDA), C(C)(CC)[Li] (sec-butyl lithium), resultant solution, IC (Iodomethane). Run in [Cl-].[Na+].O (Brine), C1CCOC1 (THF), C1CCOC1 (THF). Run at temperature -78 celsius, time 30 minute. Product: C(C)N(C(OC=1C=NC=CC1C)=O)CC (4-methyl-3-pyridyl diethylcarbamate). Isolated yield 91.8%. RXN SMILES: [CH3:1]N(CCN(C)C)C.C([Li])(CC)C.[CH2:14]([N:16]([CH2:26][CH3:27])[C:17](=[O:25])[O:18][C:19]1[CH:20]=[N:21][CH:22]=[CH:23][CH:24]=1)[CH3:15].IC>C1COCC1.[Cl-].[Na+].O>[CH2:26]([N:16]([CH2:14][CH3:15])[C:17](=[O:25])[O:18][C:19]1[CH:20]=[N:21][CH:22]=[CH:23][C:24]=1[CH3:1])[CH3:27] |f:5.6.7|. Procedure: To the cooled (-78° C.) solution of TMEDA (516.5 mg, 4.40 mmol) in anhydrous THF (10 mL) was slowly added sec-butyl lithium (1.3 M, 3.38 mL, 4.40 mmol), and the resultant solution was stirred at -78° C. for 10 minutes. 3-Pyridyl diethylcarbamate (776 mg, 4.0 mmol) in THF (3 mL) was slowly added, and the mixture was stirred at -78° C. for 30 minutes. Iodomethane (275.4 μL, 4.40 mmol) was then added, and the mixture was stirred for two hours. Brine (1 mL) was added, and the mixture was slowly warm... The reactants are CSC1=CC=C(N)C=C1 (4-(methylthio)aniline), C(C1=CC=CC=C1)OC(CC(=O)O)=O (3-(benzyloxy)-3-oxopropanoic acid), C(CCl)Cl (EDC). The reagents and catalysts are CN(C)C=1C=CN=CC1 (DMAP). Solvent: CN(C)C=O (DMF), O (water). Conditions: time 4 hour. The product is CSC1=CC=C(C=C1)NC(CC(=O)OCC1=CC=CC=C1)=O (benzyl 3-(4-(methylthio)phenylamino)-3-oxopropanoate). The yield is 45.9%. As a reaction SMILES: [CH3:1][S:2][C:3]1[CH:9]=[CH:8][C:6]([NH2:7])=[CH:5][CH:4]=1.[CH2:10]([O:17][C:18](=[O:23])[CH2:19][C:20](O)=[O:21])[C:11]1[CH:16]=[CH:15][CH:14]=[CH:13][CH:12]=1.C(Cl)CCl>CN(C1C=CN=CC=1)C.CN(C=O)C.O>[CH3:1][S:2][C:3]1[CH:9]=[CH:8][C:6]([NH:7][C:20](=[O:21])[CH2:19][C:18]([O:17][CH2:10][C:11]2[CH:12]=[CH:13][CH:14]=[CH:15][CH:16]=2)=[O:23])=[CH:5][CH:4]=1. Procedure: 4-(methylthio)aniline (500 mg, 3.59 mmol), 3-(benzyloxy)-3-oxopropanoic acid (1046 mg, 5.39 mmol), DMAP (527 mg, 4.31 mmol), and EDC (1377 mg, 7.18 mmol) were dissolved in DMF (7 ml). The reaction was stirred at RT for 4 hours. The reaction mixture was diluted with water, and the precipitate was washed with water, dissolved in EtOAc and extracted with HCl 1N, Na2CO3 sat. sol. and brine. The organic phase was dried over Na2SO4 and concentrated under vacuum to give benzyl 3-(4-(methylthio)phenylam... Starting materials: O=C([O-])[O-], CC(=O)[O-], CC(=O)[O-], COC(=O)c1ccnc(Cl)c1, Cc1ccccc1, CCC(C)N, [Cs+], [Cs+], [Pd+2], c1ccc(P(c2ccccc2)c2ccc3ccccc3c2-c2c(P(c3ccccc3)c3ccccc3)ccc3ccccc23)cc1. Product: CCC(C)Nc1cc(C(=O)OC)ccn1. As a reaction SMILES: [C:58](=[O:59])([O-:60])[O-:61].[C:76]([O-:77])(=[O:78])[CH3:79].[C:81]([O-:82])(=[O:83])[CH3:84].[CH3:1][O:2][C:3]([c:4]1[cH:5][c:6]([Cl:10])[n:7][cH:8][cH:9]1)=[O:11].[CH3:69][c:70]1[cH:71][cH:72][cH:73][cH:74][cH:75]1.[CH:64]([CH3:65])([CH2:66][CH3:67])[NH2:68].[Cs+:62].[Cs+:63].[Pd+2:80].[c:12]1([P:13]([c:14]2[cH:15][cH:16][cH:17][cH:18][cH:19]2)[c:20]2[cH:21][cH:22][c:23]3[c:24]([cH:25][cH:26][cH:27][cH:28]3)[c:29]2-[c:30]2[c:31]3[c:32]([cH:33][cH:34][cH:35][cH:36]3)[cH:37][cH:38][c:39]2[P:40]([c:41]2[cH:42][cH:43][cH:44][cH:45][cH:46]2)[c:47]2[cH:48][cH:49][cH:50][cH:51][cH:52]2)[cH:53][cH:54][cH:55][cH:56][cH:57]1>>[CH3:1][O:2][C:3]([c:4]1[cH:5][c:6]([NH:68][CH:64]([CH3:65])[CH2:66][CH3:67])[n:7][cH:8][cH:9]1)=[O:11].